Dataset: the Open Reaction Database (ORD), a public repository of structured organic reaction records. Task: describe an organic reaction: reactants, conditions, products, and yield Reactants: CC1CCN(Cc2ccccc2)CC1N(C)c1ccnc2c1ccn2COCC[Si](C)(C)C, ClCCl, CO, [Na+], [OH-], O, O=C(O)C(F)(F)F. Yields the product CC1CCN(Cc2ccccc2)CC1N(C)c1ccnc2[nH]ccc12. RXN SMILES: [CH2:1]([c:2]1[cH:3][cH:4][cH:5][cH:6][cH:7]1)[N:8]1[CH2:9][CH:10]([N:15]([c:16]2[c:17]3[c:18]([n:19][cH:20][cH:21]2)[n:22]([CH2:25][O:26][CH2:27][CH2:28][Si:29]([CH3:30])([CH3:31])[CH3:32])[cH:23][cH:24]3)[CH3:33])[CH:11]([CH3:14])[CH2:12][CH2:13]1.[CH2:41]([Cl:42])[Cl:43].[CH3:44][OH:45].[Na+:47].[OH-:46].[OH2:48].[OH:34][C:35]([C:36]([F:37])([F:38])[F:39])=[O:40]>>[CH2:1]([c:2]1[cH:3][cH:4][cH:5][cH:6][cH:7]1)[N:8]1[CH2:9][CH:10]([N:15]([c:16]2[c:17]3[c:18]([n:19][cH:20][cH:21]2)[nH:22][cH:23][cH:24]3)[CH3:33])[CH:11]([CH3:14])[CH2:12][CH2:13]1. Starting materials: Nc1cc([N+](=O)[O-])ccc1Br, COc1ccc(C(=O)Cl)cc1OC, Cl, O. Product: COc1ccc(C(=O)Nc2cc([N+](=O)[O-])ccc2Br)cc1OC. Reaction SMILES: [Br:14][c:15]1[c:16]([NH2:17])[cH:18][c:19]([N+:22](=[O:23])[O-:24])[cH:20][cH:21]1.[CH3:1][O:2][c:3]1[cH:4][c:5]([C:6](=[O:7])[Cl:8])[cH:9][cH:10][c:11]1[O:12][CH3:13].[ClH:25].[OH2:26]>>[CH3:1][O:2][c:3]1[cH:4][c:5]([C:6](=[O:7])[NH:17][c:16]2[c:15]([Br:14])[cH:21][cH:20][c:19]([N+:22](=[O:23])[O-:24])[cH:18]2)[cH:9][cH:10][c:11]1[O:12][CH3:13]. The reactants are Fc1ccc(-c2nncc(-c3ccc(F)c(Br)c3)n2)c(F)c1, [C-]#N, [C-]#N, CN(C)C=O, [Zn+2], c1ccc(P(c2ccccc2)(c2ccccc2)[Pd](P(c2ccccc2)(c2ccccc2)c2ccccc2)(P(c2ccccc2)(c2ccccc2)c2ccccc2)P(c2ccccc2)(c2ccccc2)c2ccccc2)cc1. The product is N#Cc1cc(-c2cnnc(-c3ccc(F)cc3F)n2)ccc1F. Reaction SMILES: [Br:1][c:2]1[cH:3][c:4](-[c:9]2[n:10][c:11](-[c:15]3[c:16]([F:22])[cH:17][c:18]([F:21])[cH:19][cH:20]3)[n:12][n:13][cH:14]2)[cH:5][cH:6][c:7]1[F:8].[C-:28]#[N:29].[C-:31]#[N:32].[CH3:23][N:24]([CH3:25])[CH:26]=[O:27].[Zn+2:30].[cH:33]1[cH:34][cH:35][c:36]([P:37]([Pd:38]([P:39]([c:40]2[cH:41][cH:42][cH:43][cH:44][cH:45]2)([c:46]2[cH:47][cH:48][cH:49][cH:50][cH:51]2)[c:52]2[cH:53][cH:54][cH:55][cH:56][cH:57]2)([P:58]([c:59]2[cH:60][cH:61][cH:62][cH:63][cH:64]2)([c:65]2[cH:66][cH:67][cH:68][cH:69][cH:70]2)[c:71]2[cH:72][cH:73][cH:74][cH:75][cH:76]2)[P:77]([c:78]2[cH:79][cH:80][cH:81][cH:82][cH:83]2)([c:84]2[cH:85][cH:86][cH:87][cH:88][cH:89]2)[c:90]2[cH:91][cH:92][cH:93][cH:94][cH:95]2)([c:96]2[cH:97][cH:98][cH:99][cH:100][cH:101]2)[c:102]2[cH:103][cH:104][cH:105][cH:106][cH:107]2)[cH:108][cH:109]1>>[c:2]1([C:23]#[N:24])[cH:3][c:4](-[c:9]2[n:10][c:11](-[c:15]3[c:16]([F:22])[cH:17][c:18]([F:21])[cH:19][cH:20]3)[n:12][n:13][cH:14]2)[cH:5][cH:6][c:7]1[F:8].